Dataset: the Open Reaction Database (ORD), a public repository of structured organic reaction records. Task: describe an organic reaction: reactants, conditions, products, and yield Starting materials: ClC1=CC=C(C=C1)O (4-chlorophenol), C1(OCCO1)=O (ethylene carbonate). Reagents/catalysts: [I-].C(C)[N+](CC)(CC)CC (tetraethylammonium iodide). Solvent: C(Cl)(Cl)Cl (Chloroform). Reaction conditions: temperature 160 celsius. Yields the product ClC1=CC=C(OCCO)C=C1 (2-(4-chlorophenoxy)ethanol). Isolated yield 105.3%. Reaction SMILES: [Cl:1][C:2]1[CH:7]=[CH:6][C:5]([OH:8])=[CH:4][CH:3]=1.C1(=O)O[CH2:12][CH2:11][O:10]1>[I-].C([N+](CC)(CC)CC)C.C(Cl)(Cl)Cl>[Cl:1][C:2]1[CH:7]=[CH:6][C:5]([O:8][CH2:12][CH2:11][OH:10])=[CH:4][CH:3]=1 |f:2.3|. Procedure details: A mixture of 4-chlorophenol (28.3 g, 0.22 mol), ethylene carbonate (19.4 g, 0.22 mol) and tetraethylammonium iodide (10 g, 3.6 mmol) was heated at 160° C. for 3 hours and then cooled to room temperature. Chloroform (500 ml) was added and the resultant solution was washed with water and then dried over anhydrous sodium sulphate. Evaporation of the solvent gave 2-(4-chlorophenoxy)ethanol (40.0 g) which was dissolved in ether (400 ml) containing triethylamine (20 g, 0.2 mol). A solution of 4-chloro...